From a dataset of the Open Reaction Database (ORD), a public repository of structured organic reaction records. describe an organic reaction: reactants, conditions, products, and yield Reactants: COC1=C(C(=C(C(=C1C)C)OC)C)C[C@@H]1[C@](CO)(C)O1 ((2R,3R)-4-(2',5'-dimethoxy-3',4',6'-trimethylphenyl)-2,3-epoxy-2-methylbutanol), [H][H] (hydrogen). Reagents/catalysts: [Ni] (Raney-nickel). Run in CO (methanol), O (water). Product: COC1=C(C(=C(C(=C1C)C)OC)C)CC[C@@](CO)(O)C ((S)-4-(2',5'-dimethoxy-3',4',6'-trimethylphenyl)-2-methyl-1,2-butanediol). The yield is 86.4%. As a reaction SMILES: [CH3:1][O:2][C:3]1[C:8]([CH3:9])=[C:7]([CH3:10])[C:6]([O:11][CH3:12])=[C:5]([CH3:13])[C:4]=1[CH2:14][C@H:15]1[O:20][C@:16]1([CH3:19])[CH2:17][OH:18].[H][H]>CO.O.[Ni]>[CH3:1][O:2][C:3]1[C:8]([CH3:9])=[C:7]([CH3:10])[C:6]([O:11][CH3:12])=[C:5]([CH3:13])[C:4]=1[CH2:14][CH2:15][C@:16]([CH3:19])([OH:20])[CH2:17][OH:18]. Procedure: 185 mg of (2R,3R)-4-(2',5'-dimethoxy-3',4',6'-trimethylphenyl)-2,3-epoxy-2-methylbutanol are dissolved in 5 ml of methanol and the solution is subsequently diluted with 5 ml of water. Thereupon, Raney-nickel is added and the mixture is heated at reflux under hydrogen for 2 hours. After the hydrogen uptake has finished the mixture is filtered, the filter residue is washed with methanol and methylene chloride and the combined filtrate and washings are concentrated on a rotary evaporator. Residual ... The reactants are COP(=O)(OC)CC(=O)[O-].[K+] (potassium (dimethylphosphono)acetate), BrCN1C(=C(C(=C1C(F)(F)F)Cl)C#N)C1=CC=C(C=C1)Cl (1-(bromomethyl)-4-chloro-2-(p-chlorophenyl)-5-(trifluoromethyl)pyrrole-3-carbonitrile). The solvent is O (water), CN(C=O)C (N,N-dimethylformamide). Conditions: time 1 hour. The product is hexanes ethyl acetate, COP(=O)(OC)CC(=O)OCN1C(=C(C(=C1C1=CC=C(C=C1)Cl)C#N)Cl)C(F)(F)F ([3-Chloro-5-(p-chlorophenyl)-4-cyano-2-(trifluoromethyl)pyrrol-1-yl]methyl (dimethylphosphono)acetate). Yield: 42.3%. RXN SMILES: [CH3:1][O:2][P:3]([CH2:7][C:8]([O-:10])=[O:9])([O:5][CH3:6])=[O:4].[K+].Br[CH2:13][N:14]1[C:18]([C:19]([F:22])([F:21])[F:20])=[C:17]([Cl:23])[C:16]([C:24]#[N:25])=[C:15]1[C:26]1[CH:31]=[CH:30][C:29]([Cl:32])=[CH:28][CH:27]=1>CN(C)C=O.O>[CH3:1][O:2][P:3]([CH2:7][C:8]([O:10][CH2:13][N:14]1[C:15]([C:26]2[CH:31]=[CH:30][C:29]([Cl:32])=[CH:28][CH:27]=2)=[C:16]([C:24]#[N:25])[C:17]([Cl:23])=[C:18]1[C:19]([F:22])([F:20])[F:21])=[O:9])([O:5][CH3:6])=[O:4] |f:0.1|. Reported procedure: A solution of potassium (dimethylphosphono)acetate (0.69 g, 4 mmol) in N,N-dimethylformamide is treated with 1-(bromomethyl)-4-chloro-2-(p-chlorophenyl)-5-(trifluoromethyl)pyrrole-3-carbonitrile (0.79 g, 2 mmol), stirred at room temperature for one hour, diluted with water and extracted with ethyl acetate. The combined organic extracts are washed sequentially with water and brine, dried over anhydrous MgSO4 and concentrated in vacuo to obtain a brown oil. The oil is chromatographed using silica ... Reactants: C(CCC)[Li] (n-Butyllithium), solution, C(C)C=1C=C(C=CC1)Br (3ethylbromobenzene), COB(OC)OC (trimethylborate), Cl (Hydrochloric acid). The solvent is CCCCCC (hexane), O1CCCC1 (tetrahydrofuran). Conditions: temperature -70 celsius, time 1 hour. Product: C(C)C=1C=C(C=CC1)B(O)O (3-Ethylphenylboronic acid). Yield: 24.0%. Reaction SMILES: C([Li])CCC.[CH2:6]([C:8]1[CH:9]=[C:10](Br)[CH:11]=[CH:12][CH:13]=1)[CH3:7].C[O:16][B:17](OC)[O:18]C.Cl>CCCCCC.O1CCCC1>[CH2:6]([C:8]1[CH:9]=[C:10]([B:17]([OH:18])[OH:16])[CH:11]=[CH:12][CH:13]=1)[CH3:7]. Procedure: n-Butyllithium (11 ml of a 2.5M solution in hexane, 28 mmol) was added to a stirred solution of 3ethylbromobenzene (Chem. Pharm. Bull., 1968, 16, 2456; 4.6 g, 25 mmol) in anhydrous tetrahydrofuran (50 ml), whilst keeping the internal temperature below −60° C. The mixture was stirred at about −70° C. for 1 hour, then trimethylborate (4.4 ml, 38 mmol) added dropwise, again whilst keeping the internal temperature below −60° C. The reaction mixture was stirred at −70° C. for 30 minutes, then slowly ...